From a dataset of the Open Reaction Database (ORD), a public repository of structured organic reaction records. describe an organic reaction: reactants, conditions, products, and yield The reactants are C=C(c1cccc(NC(C)=O)c1)c1ccc2c(C=Cc3ccccc3)nn(COCC[Si](C)(C)C)c2c1, CCOC(C)=O, CCCCCC, C=C(c1cccc(N)c1)c1ccc2c(C=Cc3ccccc3)nn(COCC[Si](C)(C)C)c2c1. Product: C=C(c1cccc(NC(C)=O)c1)c1ccc2c(C=Cc3ccccc3)n[nH]c2c1. RXN SMILES: [C:35]([CH3:36])(=[O:37])[NH:38][c:39]1[cH:40][c:41]([C:45](=[CH2:46])[c:47]2[cH:48][cH:49][c:50]3[c:51]([CH:64]=[CH:65][c:66]4[cH:67][cH:68][cH:69][cH:70][cH:71]4)[n:52][n:53]([CH2:56][O:57][CH2:58][CH2:59][Si:60]([CH3:61])([CH3:62])[CH3:63])[c:54]3[cH:55]2)[cH:42][cH:43][cH:44]1.[C:78]([O:79][CH2:80][CH3:81])(=[O:82])[CH3:83].[CH3:72][CH2:73][CH2:74][CH2:75][CH2:76][CH3:77].[NH2:1][c:2]1[cH:3][c:4]([C:5]([c:6]2[cH:7][c:8]3[c:9]([c:10]([CH:11]=[CH:12][c:13]4[cH:14][cH:15][cH:16][cH:17][cH:18]4)[n:19][n:20]3[CH2:21][O:22][CH2:23][CH2:24][Si:25]([CH3:26])([CH3:27])[CH3:28])[cH:29][cH:30]2)=[CH2:31])[cH:32][cH:33][cH:34]1>>[C:35]([CH3:36])(=[O:37])[NH:38][c:39]1[cH:40][c:41]([C:45](=[CH2:46])[c:47]2[cH:48][cH:49][c:50]3[c:51]([CH:64]=[CH:65][c:66]4[cH:67][cH:68][cH:69][cH:70][cH:71]4)[n:52][nH:53][c:54]3[cH:55]2)[cH:42][cH:43][cH:44]1. Starting materials: ClC1=CC=C(C=C1)B(O)O (4-chlorophenylboronic acid), O (water), EXAMPLE 224A, C(=O)([O-])[O-].[K+].[K+] (K2CO3). Reagents/catalysts: [Br-].C(CCC)[N+](CCCC)(CCCC)CCCC (tetrabutylammonium bromide), C(C)(=O)[O-].[Pd+2].C(C)(=O)[O-] (palladium(II) acetate). Run in C(C)(=O)OCC (ethyl acetate). Reaction conditions: temperature 50 celsius, time 4 hour. Product: ClC1=CC=C(C=C1)C1=C(CC(CC1)O)C=O (2-(4-chlorophenyl)-5-hydroxycyclohex-1-enecarbaldehyde). RXN SMILES: [Cl:1][C:2]1[CH:7]=[CH:6][C:5](B(O)O)=[CH:4][CH:3]=1.[C:11]([O-:14])([O-])=O.[K+].[K+].[OH2:17]>[Br-].C([N+](CCCC)(CCCC)CCCC)CCC.C(OCC)(=O)C.C([O-])(=O)C.[Pd+2].C([O-])(=O)C>[Cl:1][C:2]1[CH:7]=[CH:6][C:5]([C:2]2[CH2:7][CH2:6][CH:5]([OH:17])[CH2:4][C:3]=2[CH:11]=[O:14])=[CH:4][CH:3]=1 |f:1.2.3,5.6,8.9.10|. Procedure: To a mixture of 4-chlorophenylboronic acid (6.88 g), EXAMPLE 224A (4.65 g), palladium(II) acetate (131 mg), K2CO3 (18.24 g) and tetrabutylammonium bromide (14.18 g) was added water (200 mL). The mixture was stirred at 50° C. for 4 hours, cooled, and diluted with ethyl acetate (400 mL) and washed with water (3×) and brine and dried over Na2SO4. After filtration and concentration, the residue was loaded on a column and eluted with 5-20% ethyl acetate in hexane to give the title compound. Procedure details: To a mixture of tert-butyl 4-{[(trifluoromethyl)sulfonyl]oxy}-3,6-dihydropyridine-1(2H)-carboxylate (prepared according to Wustrow, D. J., Wise, L. D., Synthesis, (1991), 993-995; 3.24 g, 9.77 mmol), 3-cyanophenylboronic acid (2.01 g, 13.7 mmol), lithium chloride (1.23 g, 29.3 mmol), and 2 M Na2CO3 solution (14 mL) in DME (35 mL) was added Pd(PPh3)4 (564 mg, 0.489 mmol), and the resulting mixture was stirred at reflux under a nitrogen atmosphere for 3.5 h. The reaction mixture was cooled to rt, ... Solvent: COCCOC (DME). Reaction SMILES: FC(F)(F)S(O[C:7]1[CH2:8][CH2:9][N:10]([C:13]([O:15][C:16]([CH3:19])([CH3:18])[CH3:17])=[O:14])[CH2:11][CH:12]=1)(=O)=O.[C:22]([C:24]1[CH:25]=[C:26](B(O)O)[CH:27]=[CH:28][CH:29]=1)#[N:23].[Cl-].[Li+].C([O-])([O-])=O.[Na+].[Na+]>COCCOC.C1C=CC([P]([Pd]([P](C2C=CC=CC=2)(C2C=CC=CC=2)C2C=CC=CC=2)([P](C2C=CC=CC=2)(C2C=CC=CC=2)C2C=CC=CC=2)[P](C2C=CC=CC=2)(C2C=CC=CC=2)C2C=CC=CC=2)(C2C=CC=CC=2)C2C=CC=CC=2)=CC=1>[C:22]([C:24]1[CH:29]=[C:28]([C:7]2[CH2:8][CH2:9][N:10]([C:13]([O:15][C:16]([CH3:19])([CH3:18])[CH3:17])=[O:14])[CH2:11][CH:12]=2)[CH:27]=[CH:26][CH:25]=1)#[N:23] |f:2.3,4.5.6,^1:50,52,71,90|. Starting materials: FC(S(=O)(=O)OC=1CCN(CC1)C(=O)OC(C)(C)C)(F)F (tert-butyl 4-{[(trifluoromethyl)sulfonyl]oxy}-3,6-dihydropyridine-1(2H)-carboxylate), C(#N)C=1C=C(C=CC1)B(O)O (3-cyanophenylboronic acid), [Cl-].[Li+] (lithium chloride), C(=O)([O-])[O-].[Na+].[Na+] (Na2CO3). The reagents and catalysts are C=1C=CC(=CC1)[P](C=2C=CC=CC2)(C=3C=CC=CC3)[Pd]([P](C=4C=CC=CC4)(C=5C=CC=CC5)C=6C=CC=CC6)([P](C=7C=CC=CC7)(C=8C=CC=CC8)C=9C=CC=CC9)[P](C=1C=CC=CC1)(C=1C=CC=CC1)C=1C=CC=CC1 (Pd(PPh3)4). The product is C(#N)C=1C=C(C=CC1)C=1CCN(CC1)C(=O)OC(C)(C)C (tert-butyl 4-(3-cyanophenyl)-3,6-dihydropyridine-1(2H)-carboxylate). Reactants: ice, S1C2=C(C=C1)SC=C2 (thieno[3,2-b]thiophene), ClC(=O)C=1C=C(C=CC1)C(C#N)C (2-(3-chloroformyl-phenyl)propionitrile), [Cl-].[Al+3].[Cl-].[Cl-] (aluminium chloride). The solvent is C(Cl)Cl (methylene chloride), C(Cl)Cl (methylene chloride). Run at temperature 20 celsius, time 17 hour. Product: S1C2=C(C=C1C(=O)C=1C=C(C=CC1)C(C#N)C)SC=C2 (2-{3-(Thieno[3,2-b]thien-2-yl)carbonyl-phenyl}propionitrile). The yield is 61.6%. RXN SMILES: [S:1]1[CH:5]=[CH:4][C:3]2[S:6][CH:7]=[CH:8][C:2]1=2.Cl[C:10]([C:12]1[CH:13]=[C:14]([CH:18]([CH3:21])[C:19]#[N:20])[CH:15]=[CH:16][CH:17]=1)=[O:11].[Cl-].[Al+3].[Cl-].[Cl-]>C(Cl)Cl>[S:1]1[C:5]([C:10]([C:12]2[CH:13]=[C:14]([CH:18]([CH3:21])[C:19]#[N:20])[CH:15]=[CH:16][CH:17]=2)=[O:11])=[CH:4][C:3]2[S:6][CH:7]=[CH:8][C:2]1=2 |f:2.3.4.5|. Procedure: A solution of thieno[3,2-b]thiophene (28 g) and 2-(3-chloroformyl-phenyl)propionitrile (56.5 g) in methylene chloride (500 cc) is added dropwise, over a period of 1 hour, to a suspension of anhydrous aluminium chloride (83.5 g) in methylene chloride (500 cc). The mixture is stirred for 17 hours at a temperature of about 20° C. and then poured onto crushed ice (1 kg). The methylene chloride solution is decanted off, washed twice with distilled water (total 600 cc), twice with a 10% (w/v) aqueous ... Reactants: COC(=O)Cc1ccc(NC(=O)Nc2ccccc2Br)c(Cl)c1, C1CCOC1, [Na+], [OH-]. Yields the product O=C(O)Cc1ccc(NC(=O)Nc2ccccc2Br)c(Cl)c1. As a reaction SMILES: [Br:1][c:2]1[c:3]([NH:8][C:9]([NH:10][c:11]2[c:12]([Cl:22])[cH:13][c:14]([CH2:17][C:18](=[O:19])[O:20][CH3:21])[cH:15][cH:16]2)=[O:23])[cH:4][cH:5][cH:6][cH:7]1.[CH2:26]1[O:27][CH2:28][CH2:29][CH2:30]1.[Na+:25].[OH-:24]>>[Br:1][c:2]1[c:3]([NH:8][C:9]([NH:10][c:11]2[c:12]([Cl:22])[cH:13][c:14]([CH2:17][C:18](=[O:19])[OH:20])[cH:15][cH:16]2)=[O:23])[cH:4][cH:5][cH:6][cH:7]1. Reaction SMILES: [CH3:24][CH2:25][O:26][C:27]([CH3:28])=[O:29].[CH3:30][CH2:31][OH:32].[OH:1][CH2:2][C:3]#[C:4][c:5]1[cH:6][cH:7][c:8]([N:11]2[CH2:12][CH2:13][N:14]([C:17](=[O:18])[O:19][C:20]([CH3:21])([CH3:22])[CH3:23])[CH2:15][CH2:16]2)[cH:9][cH:10]1>>[OH:1][CH2:2][CH2:3][CH2:4][c:5]1[cH:6][cH:7][c:8]([N:11]2[CH2:12][CH2:13][N:14]([C:17](=[O:18])[O:19][C:20]([CH3:21])([CH3:22])[CH3:23])[CH2:15][CH2:16]2)[cH:9][cH:10]1. The product is CC(C)(C)OC(=O)N1CCN(c2ccc(CCCO)cc2)CC1. The reactants are CCOC(C)=O, CCO, CC(C)(C)OC(=O)N1CCN(c2ccc(C#CCO)cc2)CC1. The reactants are C=C(C(=C)C#N)C#N (1,3-butadiene-2,3-dicarbonitrile), C(CC=CCC(CCC)C#N)C#N (non-3-ene-1,6-dicarbonitrile), C(CC=CCC(CCC)C#N)C#N (non-3-ene-1,6-dicarbonitrile). Solvent: C(Cl)Cl (methylene chloride). Yields the product C(CCCC(=C(CCCC(CCC)C#N)C#N)C#N)C#N (tridec-5-ene-1,5,6,10-tetracarbonitrile). RXN SMILES: [CH2:1]=[C:2]([C:7]#[N:8])[C:3]([C:5]#[N:6])=[CH2:4].C(C#N)CC=[CH:12][CH2:13][CH:14]([C:18]#[N:19])[CH2:15][CH2:16][CH3:17]>C(Cl)Cl>[CH2:3]([C:5]#[N:6])[CH2:2][CH2:1][CH2:1][C:2]([C:7]#[N:8])=[C:3]([C:5]#[N:6])[CH2:4][CH2:12][CH2:13][CH:14]([C:18]#[N:19])[CH2:15][CH2:16][CH3:17]. Procedure: A further preparation employed 1,3-butadiene-2,3-dicarbonitrile in a condensation reaction with 9-oxatricyclo[4.2.12,5.0]non-3-ene-1,6-dicarbonitrile utilizing methylene chloride as diluent under room temperature conditions and a contacting time of about 5 days. By this method, a conversion of about 50 percent was obtained based on the 9-oxatricyclo[4.2.12,5.0]non-3-ene-1,6-dicarbonitrile, resulting in nearly 100 percent ultimate yields of 13-oxatetracyclo[8.2.12,9.0.03,8 ]tridec-5-ene-1,5,6,10-... The reactants are CS(C)=O, CNC(=O)c1ccc(Cl)nc1, ClCCl, [H-], [Na+], O, CC(C)(C)OC(=O)N1CCc2cc(O)c(I)cc2CC1. The product is CNC(=O)c1ccc(Oc2cc3c(cc2I)CCN(C(=O)OC(C)(C)C)CC3)nc1. As a reaction SMILES: [CH3:34][S:35](=[O:36])[CH3:37].[Cl:23][c:24]1[n:25][cH:26][c:27]([C:28](=[O:29])[NH:30][CH3:31])[cH:32][cH:33]1.[Cl:39][CH2:40][Cl:41].[H-:1].[Na+:2].[OH2:38].[OH:3][c:4]1[cH:5][c:6]2[c:7]([cH:20][c:21]1[I:22])[CH2:8][CH2:9][N:10]([C:13](=[O:14])[O:15][C:16]([CH3:17])([CH3:18])[CH3:19])[CH2:11][CH2:12]2>>[O:3]([c:4]1[cH:5][c:6]2[c:7]([cH:20][c:21]1[I:22])[CH2:8][CH2:9][N:10]([C:13](=[O:14])[O:15][C:16]([CH3:17])([CH3:18])[CH3:19])[CH2:11][CH2:12]2)[c:24]1[n:25][cH:26][c:27]([C:28](=[O:29])[NH:30][CH3:31])[cH:32][cH:33]1.